Dataset: the Open Reaction Database (ORD), a public repository of structured organic reaction records. Task: describe an organic reaction: reactants, conditions, products, and yield Reactants: [OH-].[K+] (potassium hydroxide), Cl (hydrochloric acid), C(CC(=O)OCC)(=O)OCC (Diethyl malonate), [Na] (sodium), S1C2=C(C=C1)C=C(C=C2)C=CC(C)=O (1-(Benzo[b]thien-5-yl)but-1-en-3-one). Run in C(C)O (ethanol). Yields the product OC1=CC(CC(C1)C1=CC2=C(SC=C2)C=C1)=O (3-hydroxy-5-(benzo[b]thien-5-yl)cyclohex-2-en-1-one). As a reaction SMILES: C(OCC)(=O)[CH2:2][C:3](OCC)=[O:4].[Na].[S:13]1[CH:17]=[CH:16][C:15]2[CH:18]=[C:19]([CH:22]=[CH:23][C:24](=[O:26])[CH3:25])[CH:20]=[CH:21][C:14]1=2.[OH-].[K+].Cl>C(O)C>[OH:4][C:3]1[CH2:2][CH:22]([C:19]2[CH:20]=[CH:21][C:14]3[S:13][CH:17]=[CH:16][C:15]=3[CH:18]=2)[CH2:23][C:24](=[O:26])[CH:25]=1 |f:3.4,^1:11|. Reported procedure: Diethyl malonate (7.16 g) was added to a solution of sodium metal (1 equiv) in anhydrous absolute ethanol (40 ml). 1-(Benzo[b]thien-5-yl)but-1-en-3-one (8.7 g) was added to the solution and the mixture was heated under reflux for 2 hr. An aqueous solution of potassium hydroxide (5.3 g in 50 ml water) was added and the mixture was heated under reflux for a further 5 hr. The hot mixture was acidified by dropwise addition of a dilute aqueous hydrochloric acid solution. After cooling, the product wa... Starting materials: CC(=O)Cl, Nc1ccc(NC(=S)NCc2ccncc2)cc1, c1ccncc1. Product: CC(=O)Nc1ccc(NC(=S)NCc2ccncc2)cc1. RXN SMILES: [CH3:19][C:20]([Cl:21])=[O:22].[NH2:1][c:2]1[cH:3][cH:4][c:5]([NH:8][C:9](=[S:10])[NH:11][CH2:12][c:13]2[cH:14][cH:15][n:16][cH:17][cH:18]2)[cH:6][cH:7]1.[cH:23]1[cH:24][cH:25][n:26][cH:27][cH:28]1>>[NH:1]([c:2]1[cH:3][cH:4][c:5]([NH:8][C:9](=[S:10])[NH:11][CH2:12][c:13]2[cH:14][cH:15][n:16][cH:17][cH:18]2)[cH:6][cH:7]1)[C:20]([CH3:19])=[O:22]. Reagents/catalysts: C=1C=CC(=CC1)[P](C=2C=CC=CC2)(C=3C=CC=CC3)[Pd]([P](C=4C=CC=CC4)(C=5C=CC=CC5)C=6C=CC=CC6)([P](C=7C=CC=CC7)(C=8C=CC=CC8)C=9C=CC=CC9)[P](C=1C=CC=CC1)(C=1C=CC=CC1)C=1C=CC=CC1 (tetrakis(triphenylphosphine)palladium(0)). As a reaction SMILES: [CH3:1][O:2][C:3]([C:5]1[CH:10]=[CH:9][N:8]=[C:7](Cl)[N:6]=1)=[O:4].[CH2:12]([O:19][C:20]1[CH:25]=[CH:24][C:23]([Cl:26])=[CH:22][C:21]=1[C:27]1[CH2:31][CH2:30][CH2:29][C:28]=1B(O)O)[C:13]1[CH:18]=[CH:17][CH:16]=[CH:15][CH:14]=1.[C:35](=O)([O-])[O-].[K+].[K+].C1(C)C=CC=CC=1.C(O)C>C(OCC)C.O.C1C=CC([P]([Pd]([P](C2C=CC=CC=2)(C2C=CC=CC=2)C2C=CC=CC=2)([P](C2C=CC=CC=2)(C2C=CC=CC=2)C2C=CC=CC=2)[P](C2C=CC=CC=2)(C2C=CC=CC=2)C2C=CC=CC=2)(C2C=CC=CC=2)C2C=CC=CC=2)=CC=1>[CH2:1]([O:2][C:3]([C:5]1[CH:10]=[CH:9][N:8]=[C:7]([C:28]2[CH2:29][CH2:30][CH2:31][C:27]=2[C:21]2[CH:22]=[C:23]([Cl:26])[CH:24]=[CH:25][C:20]=2[O:19][CH2:12][C:13]2[CH:18]=[CH:17][CH:16]=[CH:15][CH:14]=2)[N:6]=1)=[O:4])[CH3:35] |f:2.3.4,5.6,7.8,^1:60,62,81,100|. Yields the product C(C)OC(=O)C1=NC(=NC=C1)C1=C(CCC1)C1=C(C=CC(=C1)Cl)OCC1=CC=CC=C1 (2-{2-[5-Chloro-2-(Benzyloxy)Phenyl]Cyclopent-1-Enyl}Pyrimidine-4-Carboxylic Acid Ethyl Ester). The reactants are C1(=CC=CC=C1)C.C(C)O (toluene ethanol), COC(=O)C1=NC(=NC=C1)Cl (2-chloropyrimidine-4-carboxylic acid methyl ester), C(C1=CC=CC=C1)OC1=C(C=C(C=C1)Cl)C1=C(CCC1)B(O)O (2-(2-benzyloxy-5-chlorophenyl)cyclopentene-1-boronic acid), C([O-])([O-])=O.[K+].[K+] (potassium carbonate). The yield is 38.0%. Procedure details: A mixture of 2-chloropyrimidine-4-carboxylic acid methyl ester (114 mg, 0.66 mmol), 2-(2-benzyloxy-5-chlorophenyl)cyclopentene-1-boronic acid (209 mg, 0.66 mmol), potassium carbonate (729 mg, 5.28 mmol) and tetrakis(triphenylphosphine)palladium(0) (76 mg, 0.066 mmol) was stirred and heated in 1:1 toluene/ethanol (6 ml) at 90° C. under nitrogen for 2 hours. After cooling the mixture was diluted with diethyl ether/water and the organic phase dried (magnesium sulphate), evaporated to dryness and th... Run in C(C)OCC.O (diethyl ether water). Reactants: ClC=1N=NC(=CC1)N1CCN(CC1)CCCOC1=CC=C(C=C1)C=1OCCN1 (3-chloro-6-[4-[3-[4-(4,5-dihydro-2-oxazolyl)phenoxy]-propyl]-1-piperazinyl]pyridazine), [O-2].[Ca+2] (calcium oxide), [H][H] (hydrogen). The reagents and catalysts are [Pd] (palladium-on-charcoal). Run in CO (methanol). The product is O1C(=NCC1)C1=CC=C(OCCCN2CCN(CC2)C=2N=NC=CC2)C=C1 (3-[4-[3-[4-(4,5-dihydro-2 -oxazolyl)phenoxy]propyl]-1-piperazinyl]pyridazine). Isolated yield 17.2%. RXN SMILES: Cl[C:2]1[N:3]=[N:4][C:5]([N:8]2[CH2:13][CH2:12][N:11]([CH2:14][CH2:15][CH2:16][O:17][C:18]3[CH:23]=[CH:22][C:21]([C:24]4[O:25][CH2:26][CH2:27][N:28]=4)=[CH:20][CH:19]=3)[CH2:10][CH2:9]2)=[CH:6][CH:7]=1.[O-2].[Ca+2].[H][H]>[Pd].CO>[O:25]1[CH2:26][CH2:27][N:28]=[C:24]1[C:21]1[CH:20]=[CH:19][C:18]([O:17][CH2:16][CH2:15][CH2:14][N:11]2[CH2:10][CH2:9][N:8]([C:5]3[N:4]=[N:3][CH:2]=[CH:7][CH:6]=3)[CH2:13][CH2:12]2)=[CH:23][CH:22]=1 |f:1.2|. Procedure details: A mixture of 3.8 parts of 3-chloro-6-[4-[3-[4-(4,5-dihydro-2-oxazolyl)phenoxy]-propyl]-1-piperazinyl]pyridazine, 200 parts of methanol and 2 parts of calcium oxide was hydrogenated at normal pressure and at 50° C. with 2 parts of palladium-on-charcoal catalyst 10%. After the calculated amount of hydrogen was taken up, the catalyst was filtered off and the filtrate was evaporated. The residue was taken up in water and the product was extracted with dichloromethane. The extract was dried, filtered...